This data is from the Open Reaction Database (ORD), a public repository of structured organic reaction records. The task is: describe an organic reaction: reactants, conditions, products, and yield Starting materials: C(=O)=O (carbon dioxide), N (ammonia), N.NC(=O)N (ammonia urea), hydrocarbons. Yields the product C([O-])([O-])=O.[NH4+].[NH4+] (ammonium carbonate), C(N)([O-])=O.[NH4+] (ammonium carbamate). As a reaction SMILES: [NH3:1].[NH2:2][C:3]([NH2:5])=[O:4].[C:6](=[O:8])=[O:7].N>>[C:6](=[O:4])([O-:8])[O-:7].[NH4+:2].[NH4+:1].[C:3](=[O:7])([O-:4])[NH2:5].[NH4+:2] |f:0.1,4.5.6,7.8|. Procedure details: An integrated ammonia-urea process is disclosed which uses as the starting gas mixture a stream coming, for example, from steam reforming of hydrocarbons, carbon dioxide being stripped from the stream by the action of a very concentrated ammonia solution (above 70% by wt) first and the the action of an ammoniated solution of ammonium carbonate secondly, a solution of ammonium carbamate being obtained together with a gas stream composed of nitrogen and hydrogen; sending the carbamate solution to ... Reactants: C(C)(=O)C1=C(C=CC2=CC=CC=C12)O (1-acetyl-2-naphthol), C1CC2CC1CC2=O (norcamphor), N1CCOCC1 (morpholine). The solvent is C1(=CC=CC=C1)C (toluene). Conditions: time 5 hour. The product is O1C(CCC2=CC=CC=C12)O (chromanol). As a reaction SMILES: C(C1[C:13]2[C:8](=[CH:9][CH:10]=[CH:11][CH:12]=2)[CH:7]=[CH:6][C:5]=1[OH:14])(=O)C.C1C2CC(=[O:22])C(C2)C1.N1CCOCC1>C1(C)C=CC=CC=1>[O:22]1[C:13]2[C:8](=[CH:9][CH:10]=[CH:11][CH:12]=2)[CH2:7][CH2:6][CH:5]1[OH:14]. Reported procedure: A solution was prepared by dissolving 10 g (0.054 mole) of 1-acetyl-2-naphthol, 6.6 g (0.06 mole) of norcamphor and 8.7 g (0.10 mole) of morpholine in 300 cc of toluene, and the solution was boiled for 5 hours and water was separated. After termination of the reaction. toluene was removed under reduced pressure, and the remaining chromanone compound was recrystallized from acetone, and the chromanon compound was dissolved in 200 cc of methanol and lithium aluminum hydride was added to the soluti...